The task is: describe an organic reaction: reactants, conditions, products, and yield. This data is from the Open Reaction Database (ORD), a public repository of structured organic reaction records. The reactants are [Li]CCCC, CC1=C(C)C(C)C(C)C1=O, Cc1ccccc1, CCOCC, CCCCCC, Brc1ccccc1C1OCCO1, O. Yields the product CC1=C(C)C(O)(c2ccccc2C2OCCO2)C(C)C1C. As a reaction SMILES: [CH2:13]([Li:14])[CH2:15][CH2:16][CH3:17].[CH3:18][C:19]1=[C:23]([CH3:24])[CH:22]([CH3:25])[CH:21]([CH3:26])[C:20]1=[O:27].[CH3:28][c:29]1[cH:30][cH:31][cH:32][cH:33][cH:34]1.[CH3:35][CH2:36][O:37][CH2:38][CH3:39].[CH3:40][CH2:41][CH2:42][CH2:43][CH2:44][CH3:45].[O:1]1[CH:2]([c:6]2[c:7]([Br:12])[cH:8][cH:9][cH:10][cH:11]2)[O:3][CH2:4][CH2:5]1.[OH2:46]>>[O:1]1[CH:2]([c:6]2[c:7]([C:20]3([OH:27])[C:19]([CH3:18])=[C:23]([CH3:24])[CH:22]([CH3:25])[CH:21]3[CH3:26])[cH:8][cH:9][cH:10][cH:11]2)[O:3][CH2:4][CH2:5]1. The reactants are C(C1CO1)OC1=CC=C(C=C1)OCC1=CC=CC=C1 (4-Benzyloxyphenyl glycidyl ether), CC1=C(C(=CC=C1)C)NCCCN (N-(2,6-dimethylphenyl)-1,3-diaminopropane). The solvent is C(C)(C)O (isopropyl alcohol). The product is C(C1=CC=CC=C1)OC1=CC=C(OCC(CNCCCNC2=C(C=CC=C2C)C)O)C=C1 (1-(4-Benzyloxyphenoxy)-3-[3-(2,6-dimethylphenylamino)-propylamino]-propan-2-ol). RXN SMILES: [CH2:1]([O:5][C:6]1[CH:11]=[CH:10][C:9]([O:12][CH2:13][C:14]2[CH:19]=[CH:18][CH:17]=[CH:16][CH:15]=2)=[CH:8][CH:7]=1)[CH:2]1[O:4][CH2:3]1.[CH3:20][C:21]1[CH:26]=[CH:25][CH:24]=[C:23]([CH3:27])[C:22]=1[NH:28][CH2:29][CH2:30][CH2:31][NH2:32]>C(O)(C)C>[CH2:13]([O:12][C:9]1[CH:10]=[CH:11][C:6]([O:5][CH2:1][CH:2]([OH:4])[CH2:3][NH:32][CH2:31][CH2:30][CH2:29][NH:28][C:22]2[C:23]([CH3:27])=[CH:24][CH:25]=[CH:26][C:21]=2[CH3:20])=[CH:7][CH:8]=1)[C:14]1[CH:19]=[CH:18][CH:17]=[CH:16][CH:15]=1. Procedure: 4.23 g. 4-Benzyloxyphenyl glycidyl ether, 5.9 g. N-(2,6-dimethylphenyl)-1,3-diaminopropane and 5 ml. isopropyl alcohol are stirred for 24 hours at ambient temperature. The reaction mixture is worked up by chromatography on silica gel. Starting materials: COC1=CC=C(C=C1)CC#N (4-methoxyphenylacetonitrile), BrCCCCCBr (1,5-dibromopentane), suspension, [H-].[Na+] (NaH), oil, C1=CC=CC=C1 (benzene). Solvent: CN(C=O)C (dimethylformamide). Conditions: time 15 minute. The product is COC1=CC=C(C=C1)C1(CCCCC1)C#N (1-(4-Methoxyphenyl)cyclohexanecarbonitrile). Isolated yield 63.1%. RXN SMILES: [CH3:1][O:2][C:3]1[CH:8]=[CH:7][C:6]([CH2:9][C:10]#[N:11])=[CH:5][CH:4]=1.Br[CH2:13][CH2:14][CH2:15][CH2:16][CH2:17]Br.[H-].[Na+].C1C=CC=CC=1>CN(C)C=O>[CH3:1][O:2][C:3]1[CH:8]=[CH:7][C:6]([C:9]2([C:10]#[N:11])[CH2:17][CH2:16][CH2:15][CH2:14][CH2:13]2)=[CH:5][CH:4]=1 |f:2.3|. Procedure: To a solution of 4-methoxyphenylacetonitrile (E1) (1.002 g, 6.8 mmol) and 1,5-dibromopentane (1.886 g, 8.2 mmol) in dry dimethylformamide (15 ml) at ice bath temperature slowly (ca. 2-3 minutes) a 60% suspension of NaH in mineral oil (0.579 g, 14.4 mmol) was added. The obtained reaction mixture was stirred for 15 minutes at ice bath temperature and for 1.5 hours at room temperature, then the contents were poured into benzene (75 ml). The mixture was successively washed with water (3×75 ml), brin... Starting materials: [BH4-], O=C(c1ccccc1)N1CCC(N(Cc2ccnc3ccccc23)C(=O)C(F)(F)F)CC1Cc1ccccc1, [Na+]. Product: O=C(c1ccccc1)N1CCC(NCc2ccnc3ccccc23)CC1Cc1ccccc1. As a reaction SMILES: [BH4-:40].[CH2:1]([c:2]1[cH:3][cH:4][cH:5][cH:6][cH:7]1)[CH:8]1[N:9]([C:32]([c:33]2[cH:34][cH:35][cH:36][cH:37][cH:38]2)=[O:39])[CH2:10][CH2:11][CH:12]([N:14]([C:15](=[O:16])[C:17]([F:18])([F:19])[F:20])[CH2:21][c:22]2[cH:23][cH:24][n:25][c:26]3[cH:27][cH:28][cH:29][cH:30][c:31]23)[CH2:13]1.[Na+:41]>>[CH2:1]([c:2]1[cH:3][cH:4][cH:5][cH:6][cH:7]1)[CH:8]1[N:9]([C:32]([c:33]2[cH:34][cH:35][cH:36][cH:37][cH:38]2)=[O:39])[CH2:10][CH2:11][CH:12]([NH:14][CH2:21][c:22]2[cH:23][cH:24][n:25][c:26]3[cH:27][cH:28][cH:29][cH:30][c:31]23)[CH2:13]1. Starting materials: Intermediate 20, BrC=1C=C(C=CC1C)S(=O)(=O)N(C)CCOC (3-bromo-N-(2-methoxy-ethyl)-4,N-dimethyl-benzenesulfonamide), BrC=1C=C(C=CC1C)S(=O)(=O)N(C)CCOC (3-bromo-N-(2-methoxy-ethyl)-4,N-dimethyl-benzenesulfonamide), C(C)(C)(C)OC(COC1=C(C=C(C=C1)Cl)C#C)=O (tert-butyl(4-chloro-2-ethynylphenoxy)acetate), C(C)(C)(C)OC(COC1=C(C=C(C=C1)Cl)C#C)=O (tert-butyl(4-chloro-2-ethynylphenoxy)acetate). The product is C(C)(C)(C)OC(COC1=C(C=C(C=C1)Cl)C#CC1=C(C=CC(=C1)S(=O)(=O)N(C)CCOC)C)=O (tert-butyl{4-chloro-2-[(5-{[(2-methoxyethyl)(methyl)amino]sulfonyl}-2-methylphenyl)ethynyl]phenoxy}acetate). RXN SMILES: [C:1]([O:5][C:6](=[O:18])[CH2:7][O:8][C:9]1[CH:14]=[CH:13][C:12]([Cl:15])=[CH:11][C:10]=1[C:16]#[CH:17])([CH3:4])([CH3:3])[CH3:2].Br[C:20]1[CH:21]=[C:22]([S:27]([N:30]([CH2:32][CH2:33][O:34][CH3:35])[CH3:31])(=[O:29])=[O:28])[CH:23]=[CH:24][C:25]=1[CH3:26]>>[C:1]([O:5][C:6](=[O:18])[CH2:7][O:8][C:9]1[CH:14]=[CH:13][C:12]([Cl:15])=[CH:11][C:10]=1[C:16]#[C:17][C:20]1[CH:21]=[C:22]([S:27]([N:30]([CH2:32][CH2:33][O:34][CH3:35])[CH3:31])(=[O:29])=[O:28])[CH:23]=[CH:24][C:25]=1[CH3:26])([CH3:4])([CH3:3])[CH3:2]. Reported procedure: Following the general method as outlined in Intermediate 20, starting from (4-chloro-2-ethynyl-phenoxy)-acetic acid tert-butyl ester (Intermediate 3) and 3-bromo-N-(2-methoxy-ethyl)-4,N-dimethyl-benzenesulfonamide (Intermediate 141), the title compound was obtained as a yellow sticky solid after purification by flash column chromatography (silica), eluting with cyclohexane containing increasing amounts of EtOAc. Starting materials: BrCC1=CC=C(C=C1)C1=C(C=CC=C1)C#N (4-bromomethyl-2'-cyanobiphenyl), C(CCCC)(=O)O (valeric acid), NC1=C(C(NC=C1)=O)N(C)C1=CC=C(C=C1)C1=C(C=CC=C1)C1=NN=NN1 (4-amino-2-oxo-3-[2'-(tetrazol-5-yl)biphenyl-4-yl-methylamino]-1,2-dihydropyridine), NC=1C(NC=CC1NCC1=CC=CC=C1)=O (3-amino-4-benzylamino-1,2-dihydro-2-oxopyridine). The product is C(C1=CC=CC=C1)NC1=C(C(NC=C1)=O)NCC1=CC=C(C=C1)C1=C(C=CC=C1)C#N (4-benzylamino-3-(2'-cyanobiphenyl-4-ylmethylamino)-1,2-dihydro-2-oxopyridine). Reaction SMILES: C(O)(=O)CCCC.NC1C=CNC(=O)C=1N(C1C=CC(C2C=CC=CC=2C2NN=NN=2)=CC=1)C.[NH2:35][C:36]1[C:37](=[O:50])[NH:38][CH:39]=[CH:40][C:41]=1[NH:42][CH2:43][C:44]1[CH:49]=[CH:48][CH:47]=[CH:46][CH:45]=1.Br[CH2:52][C:53]1[CH:58]=[CH:57][C:56]([C:59]2[CH:64]=[CH:63][CH:62]=[CH:61][C:60]=2[C:65]#[N:66])=[CH:55][CH:54]=1>>[CH2:43]([NH:42][C:41]1[CH:40]=[CH:39][NH:38][C:37](=[O:50])[C:36]=1[NH:35][CH2:52][C:53]1[CH:54]=[CH:55][C:56]([C:59]2[CH:64]=[CH:63][CH:62]=[CH:61][C:60]=2[C:65]#[N:66])=[CH:57][CH:58]=1)[C:44]1[CH:45]=[CH:46][CH:47]=[CH:48][CH:49]=1. Reported procedure: A mixture of 1.02 g of valeric acid, 3.59 g of 4-amino-2-oxo-3-[2'-(tetrazol-5-yl)biphenyl-4-yl-methylamino]-1,2-dihydropyridine (obtainable by reacting 3-amino-4-benzylamino-1,2-dihydro-2-oxopyridine with 4-bromomethyl-2'-cyanobiphenyl to give 4-benzylamino-3-(2'-cyanobiphenyl-4-ylmethylamino)-1,2-dihydro-2-oxopyridine, reacting the latter with trimethyltin azide according to Example 13 to give 4-benzylamino-3-[2'-(tetrazol-5-yl) biphenyl-4-ylmethylamino]-1,2-dihydro-2-oxopyridine, and removing... Starting materials: O=C(O)C1CCC1, [Cl-], Nc1ccc(C(=O)O)cc1. The product is O=C(O)c1ccc(NC(=O)C2CCC2)cc1. Reaction SMILES: [CH:12]1([C:16](=[O:17])[OH:18])[CH2:13][CH2:14][CH2:15]1.[Cl-:11].[NH2:1][c:2]1[cH:3][cH:4][c:5]([C:6](=[O:7])[OH:8])[cH:9][cH:10]1>>[NH:1]([c:2]1[cH:3][cH:4][c:5]([C:6](=[O:7])[OH:8])[cH:9][cH:10]1)[C:16]([CH:12]1[CH2:13][CH2:14][CH2:15]1)=[O:17].